This data is from the Open Reaction Database (ORD), a public repository of structured organic reaction records. The task is: describe an organic reaction: reactants, conditions, products, and yield Starting materials: CO, Cl, [Na+], [OH-], COC(=O)c1cc2ccccc2n1CCc1ccccc1. Yields the product O=C(O)c1cc2ccccc2n1CCc1ccccc1. As a reaction SMILES: [CH3:25][OH:26].[ClH:24].[Na+:23].[OH-:22].[c:1]1([CH2:7][CH2:8][n:9]2[c:10]([C:18](=[O:19])[O:20][CH3:21])[cH:11][c:12]3[cH:13][cH:14][cH:15][cH:16][c:17]23)[cH:2][cH:3][cH:4][cH:5][cH:6]1>>[c:1]1([CH2:7][CH2:8][n:9]2[c:10]([C:18](=[O:19])[OH:20])[cH:11][c:12]3[cH:13][cH:14][cH:15][cH:16][c:17]23)[cH:2][cH:3][cH:4][cH:5][cH:6]1. The reactants are COC(=O)C1CCOCC1 (tetrahydro-pyran-4-carboxylic acid methyl ester), BrC=1C=CC(=C(C1)N1CCC(CC1)C)[N+](=O)[O-] (1-(5-bromo-2-nitro-phenyl)-4-methyl-piperidine). The product is COC(=O)C1(CCOCC1)C1=CC(=C(C=C1)[N+](=O)[O-])N1CCC(CC1)C (4-[3-(4-Methyl-piperidin-1-yl)-4-nitro-phenyl]-tetrahydro-pyran-4-carboxylic acid methyl ester). As a reaction SMILES: [CH3:1][O:2][C:3]([CH:5]1[CH2:10][CH2:9][O:8][CH2:7][CH2:6]1)=[O:4].Br[C:12]1[CH:13]=[CH:14][C:15]([N+:25]([O-:27])=[O:26])=[C:16]([N:18]2[CH2:23][CH2:22][CH:21]([CH3:24])[CH2:20][CH2:19]2)[CH:17]=1>>[CH3:1][O:2][C:3]([C:5]1([C:12]2[CH:13]=[CH:14][C:15]([N+:25]([O-:27])=[O:26])=[C:16]([N:18]3[CH2:23][CH2:22][CH:21]([CH3:24])[CH2:20][CH2:19]3)[CH:17]=2)[CH2:10][CH2:9][O:8][CH2:7][CH2:6]1)=[O:4]. Reported procedure: The title compound is prepared by the procedure of Example 16, step (a) using tetrahydro-pyran-4-carboxylic acid methyl ester and 1-(5-bromo-2-nitro-phenyl)-4-methyl-piperidine (US 2005131022 A1). Starting materials: F[B-](F)(F)F, C1CCOC1, NCc1ccc(Cl)c([N+](=O)[O-])c1, O=C(O)C1(C(F)(F)F)CC1, CN(C)C(On1nnc2ccccc21)=[N+](C)C. Product: O=C(NCc1ccc(Cl)c([N+](=O)[O-])c1)C1(C(F)(F)F)CC1. Reaction SMILES: [B-:1]([F:2])([F:3])([F:4])[F:5].[CH2:45]1[O:46][CH2:47][CH2:48][CH2:49]1.[Cl:33][c:34]1[c:35]([N+:42](=[O:43])[O-:44])[cH:36][c:37]([CH2:38][NH2:39])[cH:40][cH:41]1.[F:23][C:24]([C:25]1([C:28](=[O:29])[OH:30])[CH2:26][CH2:27]1)([F:31])[F:32].[n:6]1([O:7][C:8]([N:9]([CH3:10])[CH3:11])=[N+:12]([CH3:13])[CH3:14])[c:15]2[cH:16][cH:17][cH:18][cH:19][c:20]2[n:21][n:22]1>>[F:23][C:24]([C:25]1([C:28](=[O:29])[NH:39][CH2:38][c:37]2[cH:36][c:35]([N+:42](=[O:43])[O-:44])[c:34]([Cl:33])[cH:41][cH:40]2)[CH2:26][CH2:27]1)([F:31])[F:32]. Reactants: CC(C)=O, Cc1cc([N+](=O)[O-])c(Cl)c([N+](=O)[O-])c1C(=O)Cl, N, O. Yields the product Cc1cc([N+](=O)[O-])c(Cl)c([N+](=O)[O-])c1C(N)=O. Reaction SMILES: [CH3:20][C:21](=[O:22])[CH3:23].[N+:1](=[O:2])([O-:3])[c:4]1[c:5]([C:15](=[O:16])[Cl:17])[c:6]([CH3:14])[cH:7][c:8]([N+:11](=[O:12])[O-:13])[c:9]1[Cl:10].[NH3:18].[OH2:19]>>[N+:1](=[O:2])([O-:3])[c:4]1[c:5]([C:15](=[O:16])[NH2:18])[c:6]([CH3:14])[cH:7][c:8]([N+:11](=[O:12])[O-:13])[c:9]1[Cl:10]. Starting materials: C(CC)C1=NC2=C(N1CC1=CC=C(C=C1)C1=C(C=CC=C1)C=1N=NN(N1)C(C1=CC=CC=C1)(C1=CC=CC=C1)C1=CC=CC=C1)C=C(C=C2C)N2C(CCCC2)=O (4'-[[2-n-propyl-4-methyl-6-(2-oxo-piperidin-1-yl)-benzimidazol-1-yl]-methyl]-2-(2-triphenylmethyl-tetrazol-5-yl)biphenyl), Cl (hydrochloric acid). Product: C(CC)C1=NC2=C(N1CC1=CC=C(C=C1)C1=C(C=CC=C1)C1=NN=NN1)C=C(C=C2C)N2C(CCCC2)=O (4'-[[2-n-Propyl-4-methyl-6-(2-oxo-piperidin-1-yl)-benzimidazol-1-yl]-methyl]-2-(1H-tetrazol-5-yl)-biphenyl). RXN SMILES: [CH2:1]([C:4]1[N:8]([CH2:9][C:10]2[CH:15]=[CH:14][C:13]([C:16]3[CH:21]=[CH:20][CH:19]=[CH:18][C:17]=3[C:22]3[N:23]=[N:24][N:25](C(C4C=CC=CC=4)(C4C=CC=CC=4)C4C=CC=CC=4)[N:26]=3)=[CH:12][CH:11]=2)[C:7]2[CH:46]=[C:47]([N:51]3[CH2:56][CH2:55][CH2:54][CH2:53][C:52]3=[O:57])[CH:48]=[C:49]([CH3:50])[C:6]=2[N:5]=1)[CH2:2][CH3:3].Cl>>[CH2:1]([C:4]1[N:8]([CH2:9][C:10]2[CH:15]=[CH:14][C:13]([C:16]3[CH:21]=[CH:20][CH:19]=[CH:18][C:17]=3[C:22]3[NH:26][N:25]=[N:24][N:23]=3)=[CH:12][CH:11]=2)[C:7]2[CH:46]=[C:47]([N:51]3[CH2:56][CH2:55][CH2:54][CH2:53][C:52]3=[O:57])[CH:48]=[C:49]([CH3:50])[C:6]=2[N:5]=1)[CH2:2][CH3:3]. Procedure details: Prepared from 4'-[[2-n-propyl-4-methyl-6-(2-oxo-piperidin-1-yl)-benzimidazol-1-yl]-methyl]-2-(2-triphenylmethyl-tetrazol-5-yl)biphenyl by cleaving the triphenylmethyl group with methanolic hydrochloric acid. Reactants: CC1=C(C(C(=C(N1)C)C(=O)OC)C=2C=CC=CC2[N+](=O)[O-])C(=O)OC (nifedipine), CI (methyl iodide), oil, [H-].[Na+] (sodium hydride), C(C)(=O)OCC (ethyl acetate). Solvent: O1CCCC1 (tetrahydrofuran). Product: CC1=C(C(C(=C(N1C)C)C(=O)OC)C2=CC=CC=C2[N+](=O)[O-])C(=O)OC (N-methylnifedipine). As a reaction SMILES: [CH3:1][C:2]1[NH:7][C:6]([CH3:8])=[C:5]([C:9]([O:11][CH3:12])=[O:10])[CH:4]([C:13]2[CH:14]=[CH:15][CH:16]=[CH:17][C:18]=2[N+:19]([O-:21])=[O:20])[C:3]=1[C:22]([O:24][CH3:25])=[O:23].[H-].[Na+].CI.[C:30](OCC)(=O)C>O1CCCC1>[CH3:1][C:2]1[N:7]([CH3:30])[C:6]([CH3:8])=[C:5]([C:9]([O:11][CH3:12])=[O:10])[CH:4]([C:13]2[C:18]([N+:19]([O-:21])=[O:20])=[CH:17][CH:16]=[CH:15][CH:14]=2)[C:3]=1[C:22]([O:24][CH3:25])=[O:23] |f:1.2|. Procedure: 12 g nifedipine was placed in a 100-mL three-neck flask and dissolved in 50 mL tetrahydrofuran under nitrogen. To this was added 1.66 g of an oil dispersion of sodium hydride (60% NaH) with stirring. After stirring for a brief period of time, 10 mL methyl iodide was added and the reaction was stirred for 1 hour at 38° C. 200 mL ethyl acetate was then added and the organic layer was washed several times with water and dried over sodium sulfate. The sodium sulfate was filtered off and the solvent ... Starting materials: OCc1cc2cc(N(Cc3ccccc3)Cc3ccccc3)ncc2[nH]1, ClCCl. Product: O=Cc1cc2cc(N(Cc3ccccc3)Cc3ccccc3)ncc2[nH]1. Reaction SMILES: [CH2:1]([c:2]1[cH:3][cH:4][cH:5][cH:6][cH:7]1)[N:8]([c:9]1[cH:10][c:11]2[c:12]([cH:13][n:14]1)[nH:15][c:16]([CH2:18][OH:19])[cH:17]2)[CH2:20][c:21]1[cH:22][cH:23][cH:24][cH:25][cH:26]1.[CH2:27]([Cl:28])[Cl:29]>>[CH2:1]([c:2]1[cH:3][cH:4][cH:5][cH:6][cH:7]1)[N:8]([c:9]1[cH:10][c:11]2[c:12]([cH:13][n:14]1)[nH:15][c:16]([CH:18]=[O:19])[cH:17]2)[CH2:20][c:21]1[cH:22][cH:23][cH:24][cH:25][cH:26]1. Reactants: O=C(O)c1ccc([N+](=O)[O-])cc1Cl, CN(C)C=O, O=S(Cl)Cl. Yields the product O=C(Cl)c1ccc([N+](=O)[O-])cc1Cl. As a reaction SMILES: [Cl:1][c:2]1[c:3]([C:4](=[O:5])[OH:6])[cH:7][cH:8][c:9]([N+:11](=[O:12])[O-:13])[cH:10]1.[O:18]=[CH:19][N:20]([CH3:21])[CH3:22].[S:14]([Cl:15])([Cl:16])=[O:17]>>[Cl:1][c:2]1[c:3]([C:4](=[O:5])[Cl:16])[cH:7][cH:8][c:9]([N+:11](=[O:12])[O-:13])[cH:10]1.